Dataset: the Open Reaction Database (ORD), a public repository of structured organic reaction records. Task: describe an organic reaction: reactants, conditions, products, and yield The reactants are NC1=C(C=CC=C1)C=1NC2=CC=CC=C2C1 (2-(2-aminophenyl)indole), C(C)(=O)O (acetic acid), CN1CCC(CC1)=O (1-methyl-4-piperidone). Solvent: C(C)O (ethanol). Yields the product CN1CCC2(CC1)NC1=CC=CCC1=C1C2=C2C=CC=CC2=N1 (1'-Methyl-5,6-dihydrospiro[1H-indolo[3,2-c]quinoline-6,4'-piperidine]). The yield is 35.6%. As a reaction SMILES: [NH2:1][C:2]1[CH:7]=[CH:6][CH:5]=[CH:4][C:3]=1[C:8]1[NH:9][C:10]2[C:15]([CH:16]=1)=[CH:14][CH:13]=[CH:12][CH:11]=2.C(O)(=O)C.[CH3:21][N:22]1[CH2:27][CH2:26][C:25](=O)[CH2:24][CH2:23]1>C(O)C>[CH3:21][N:22]1[CH2:27][CH2:26][C:25]2([C:16]3=[C:15]4[C:10](=[N:9][C:8]3=[C:3]3[C:2](=[CH:7][CH:6]=[CH:5][CH2:4]3)[NH:1]2)[CH:11]=[CH:12][CH:13]=[CH:14]4)[CH2:24][CH2:23]1. Reported procedure: To a solution prepared from 8 g of 2-(2-aminophenyl)indole, 2.5 ml of acetic acid and 100 ml of ethanol was added 5.15 g of 1-methyl-4-piperidone. The mixture was refluxed for 6 hours. Concentration gave a gum which was triturated with dilute NH4OH and the resultant solid was collected. Flash chromatography using 10% CH3OH/CH2Cl2 as an eluent gave 4.15 g of yellow solid, m.p. 228°-230° dec. The reactants are CC(C)(NC(=O)Nc1ccc(F)c(-c2ccc(C#N)s2)c1)C(=O)[O-], CC1(C)C(=O)N(c2ccc(F)c(-c3ccc(C#N)s3)c2)C(=O)N1Cc1ccc(F)cc1Nc1ccc(C(=O)[O-])cc1. Yields the product COC(=O)c1ccc(Nc2cc(F)ccc2CN2C(=O)N(c3ccc(F)c(-c4ccc(C#N)s4)c3)C(=O)C2(C)C)cc1. Reaction SMILES: [C:1]([c:2]1[s:3][c:4](-[c:5]2[cH:6][c:7]([NH:8][C:9](=[O:10])[NH:11][C:12]([CH3:13])([CH3:14])[C:15]([O-:16])=[O:17])[cH:18][cH:19][c:20]2[F:21])[cH:22][cH:23]1)#[N:24].[C:25](#[N:26])[c:27]1[cH:28][cH:29][c:30](-[c:32]2[cH:33][c:34]([N:39]3[C:40](=[O:65])[N:41]([CH2:47][c:48]4[c:49]([NH:55][c:56]5[cH:57][cH:58][c:59]([C:60](=[O:61])[O-:62])[cH:63][cH:64]5)[cH:50][c:51]([F:54])[cH:52][cH:53]4)[C:42]([CH3:45])([CH3:46])[C:43]3=[O:44])[cH:35][cH:36][c:37]2[F:38])[s:31]1>>[CH3:1][O:62][C:60]([c:59]1[cH:58][cH:57][c:56]([NH:55][c:49]2[c:48]([CH2:47][N:41]3[C:40](=[O:65])[N:39]([c:34]4[cH:33][c:32](-[c:30]5[cH:29][cH:28][c:27]([C:25]#[N:26])[s:31]5)[c:37]([F:38])[cH:36][cH:35]4)[C:43](=[O:44])[C:42]3([CH3:45])[CH3:46])[cH:53][cH:52][c:51]([F:54])[cH:50]2)[cH:64][cH:63]1)=[O:61]. Reported procedure: Using 2-(2-(1-tert-butyl-5-(4-fluorophenyl)-1H-pyrazol-4-yl)thiazol-4-yl)acetic acid and 1-methylpiperazine and by reaction and purification in the same manner as in the method described in Example 1, step 7, the title compound was obtained. The reactants are C(C)(C)(C)N1N=CC(=C1C1=CC=C(C=C1)F)C=1SC=C(N1)CC(=O)O (2-(2-(1-tert-butyl-5-(4-fluorophenyl)-1H-pyrazol-4-yl)thiazol-4-yl)acetic acid), CN1CCNCC1 (1-methylpiperazine). The product is C(C)(C)(C)N1N=CC(=C1C1=CC=C(C=C1)F)C=1SC=C(N1)CC(=O)N1CCN(CC1)C (1-({2-[1-tert-butyl-5-(4-fluorophenyl)-1H-pyrazol-4-yl]-1,3-thiazol-4-yl}acetyl)-4-methylpiperazine). RXN SMILES: [C:1]([N:5]1[C:9]([C:10]2[CH:15]=[CH:14][C:13]([F:16])=[CH:12][CH:11]=2)=[C:8]([C:17]2[S:18][CH:19]=[C:20]([CH2:22][C:23]([OH:25])=O)[N:21]=2)[CH:7]=[N:6]1)([CH3:4])([CH3:3])[CH3:2].[CH3:26][N:27]1[CH2:32][CH2:31][NH:30][CH2:29][CH2:28]1>>[C:1]([N:5]1[C:9]([C:10]2[CH:11]=[CH:12][C:13]([F:16])=[CH:14][CH:15]=2)=[C:8]([C:17]2[S:18][CH:19]=[C:20]([CH2:22][C:23]([N:30]3[CH2:31][CH2:32][N:27]([CH3:26])[CH2:28][CH2:29]3)=[O:25])[N:21]=2)[CH:7]=[N:6]1)([CH3:3])([CH3:4])[CH3:2]. Product: C(C)C(C1=C(C2=C(OC1=O)CCCCCC2)O)C2=CC1=C(S2)C=CC=C1 (3-(α-Ethyl benzo[b]thien-2-ylmethyl)-4-hydroxy-5,6,7,8,9,10-hexahydrocycloocta[b]pyran-2-one). Run in C(Cl)Cl (methylene chloride). The reagents and catalysts are C(=O)(C(F)(F)F)O (TFA). Run at time 30 minute. The reactants are O1C2=C(C=CC1=O)C=CC=CC=C2 (2H-cycloocta[b]pyran-2-one), C1(CC1)C(O)C=1SC2=C(C1)C=CC=C2 (cyclopropyl benzothien-2-yl carbinol), 65, C(=O)(C(F)(F)F)O (TFA). Procedure: To a methylene chloride solution of 2H-cycloocta[b]pyran-2-one of formula II-3 (196 mg) and cyclopropyl benzothien-2-yl carbinol of Preparation 65 (204 mg) is added several drops of TFA. The reaction is stirred for 30 minutes at room temperature without reaction. Several addition drops of TFA is added and the reaction stirred an additional 30 minutes. The solvent is removed in vacuo and the resulting solid dissolved in hot 40% EtOAc/hexane and placed in the freezer over night. The solid is colle... RXN SMILES: [O:1]1[C:6](=[O:7])[CH:5]=[CH:4][C:3]2[CH:8]=[CH:9][CH:10]=[CH:11][CH:12]=[CH:13][C:2]1=2.[CH:14]1([CH:17]([C:19]2[S:20][C:21]3[CH:27]=[CH:26][CH:25]=[CH:24][C:22]=3[CH:23]=2)O)C[CH2:15]1.C(O)(C(F)(F)F)=[O:29]>C(O)(C(F)(F)F)=O.C(Cl)Cl>[CH2:14]([CH:17]([C:19]1[S:20][C:21]2[CH:27]=[CH:26][CH:25]=[CH:24][C:22]=2[CH:23]=1)[C:5]1[C:6](=[O:7])[O:1][C:2]2[CH2:13][CH2:12][CH2:11][CH2:10][CH2:9][CH2:8][C:3]=2[C:4]=1[OH:29])[CH3:15]. The reactants are BrC1=CC=CC=2N1N=C(N2)N (5-bromo-[1,2,4]triazolo[1,5-a]pyridin-2-ylamine), C1(CCCC1)N (cyclopentylamine), O (water). The solvent is CC(=O)N(C)C (dimethylacetamide). Conditions: temperature 180 celsius. Yields the product C1(CCCC1)NC1=CC=CC=2N1N=C(N2)N (N*5*-Cyclopentyl-[1,2,4]triazolo[1,5-a]pyridine-2,5-diamine). RXN SMILES: Br[C:2]1[N:7]2[N:8]=[C:9]([NH2:11])[N:10]=[C:6]2[CH:5]=[CH:4][CH:3]=1.[CH:12]1([NH2:17])[CH2:16][CH2:15][CH2:14][CH2:13]1.O>CC(N(C)C)=O>[CH:12]1([NH:17][C:2]2[N:7]3[N:8]=[C:9]([NH2:11])[N:10]=[C:6]3[CH:5]=[CH:4][CH:3]=2)[CH2:16][CH2:15][CH2:14][CH2:13]1. Procedure details: To a solution of 5-bromo-[1,2,4]triazolo[1,5-a]pyridin-2-ylamine (0.5 g, 2.35 mmol) in dimethylacetamide (2 mL), cyclopentylamine (2.3 mL, 23.5 mmol) was added and the solution was heated under microwave irradiation (180° C., 180 min). The resulting mixture was dilluted with water and extracted into ethyl acetate. The organics were washed with water then brine, and dried over magnesium sulfate. The solid (0.5 g) was used without further purification. LCMS1: 2.84 min, 218 [M+1]. Starting materials: CCO, CCOC(=O)CCNC(=O)c1ccc(NC(c2oc3ccc(OCc4ccc(Cl)nc4)cc3c2C)C2CCCCC2)cc1, [Na+], [OH-]. Product: Cc1c(C(Nc2ccc(C(=O)NCCC(=O)O)cc2)C2CCCCC2)oc2ccc(OCc3ccc(Cl)nc3)cc12. As a reaction SMILES: [CH3:46][CH2:47][OH:48].[Cl:1][c:2]1[cH:3][cH:4][c:5]([CH2:8][O:9][c:10]2[cH:11][cH:12][c:13]3[c:14]([c:15]([CH3:42])[c:16]([CH:18]([CH:19]4[CH2:20][CH2:21][CH2:22][CH2:23][CH2:24]4)[NH:25][c:26]4[cH:27][cH:28][c:29]([C:32](=[O:33])[NH:34][CH2:35][CH2:36][C:37](=[O:38])[O:39][CH2:40][CH3:41])[cH:30][cH:31]4)[o:17]3)[cH:43]2)[cH:6][n:7]1.[Na+:45].[OH-:44]>>[Cl:1][c:2]1[cH:3][cH:4][c:5]([CH2:8][O:9][c:10]2[cH:11][cH:12][c:13]3[c:14]([c:15]([CH3:42])[c:16]([CH:18]([CH:19]4[CH2:20][CH2:21][CH2:22][CH2:23][CH2:24]4)[NH:25][c:26]4[cH:27][cH:28][c:29]([C:32](=[O:33])[NH:34][CH2:35][CH2:36][C:37](=[O:38])[OH:39])[cH:30][cH:31]4)[o:17]3)[cH:43]2)[cH:6][n:7]1. The reactants are 12c, BrC=1C=C(C=NC1)S(=O)(=O)N1C[C@]2(CC3=C(C=C2CC1)N(N=C3)C3=CC=C(C=C3)F)COC ((R)-6-(5-bromopyridine-3-sulfonyl)-1-(4-fluorophenyl)-4a-methoxymethyl-4,4a,5,6,7,8-hexahydro-1H-1,2,6-triazacyclopenta[b]naphthalene), N1CCC1 (azetidine). Product: N1(CCC1)C=1C=C(C=NC1)S(=O)(=O)N1C[C@]2(CC3=C(C=C2CC1)N(N=C3)C3=CC=C(C=C3)F)COC ((R)-6-(5-Azetidin-1-ylpyridine-3-sulfonyl)-1-(4-fluorophenyl)-4a-methoxymethyl-4,4a,5,6,7,8-hexahydro-1H-1,2,6-triazacyclopenta[b]naphthalene). Reaction SMILES: Br[C:2]1[CH:3]=[C:4]([S:8]([N:11]2[CH2:20][CH2:19][C:18]3[C@:13]([CH2:31][O:32][CH3:33])([CH2:14][C:15]4[CH:23]=[N:22][N:21]([C:24]5[CH:29]=[CH:28][C:27]([F:30])=[CH:26][CH:25]=5)[C:16]=4[CH:17]=3)[CH2:12]2)(=[O:10])=[O:9])[CH:5]=[N:6][CH:7]=1.[NH:34]1[CH2:37][CH2:36][CH2:35]1>>[N:34]1([C:2]2[CH:3]=[C:4]([S:8]([N:11]3[CH2:20][CH2:19][C:18]4[C@:13]([CH2:31][O:32][CH3:33])([CH2:14][C:15]5[CH:23]=[N:22][N:21]([C:24]6[CH:29]=[CH:28][C:27]([F:30])=[CH:26][CH:25]=6)[C:16]=5[CH:17]=4)[CH2:12]3)(=[O:10])=[O:9])[CH:5]=[N:6][CH:7]=2)[CH2:37][CH2:36][CH2:35]1. Reported procedure: The title compound was prepared by the method of Preparation 12c using (R)-6-(5-bromopyridine-3-sulfonyl)-1-(4-fluorophenyl)-4a-methoxymethyl-4,4a,5,6,7,8-hexahydro-1H-1,2,6-triazacyclopenta[b]naphthalene and azetidine. LCMS (Method C): 510 (M+H)+, Retention time 11.3 minutes. Starting materials: O=C([O-])[O-], CC#N, CC1CCCC(C)NC1, [Cl-], Fc1c(Cl)ncnc1Cl, Cl, [K+], [K+], [NH4+]. Yields the product CC1CCCC(C)N(c2ncnc(Cl)c2F)C1. Reaction SMILES: [C:10](=[O:11])([O-:12])[O-:13].[C:28](#[N:29])[CH3:30].[CH3:17][CH:18]1[NH:19][CH2:20][CH:21]([CH3:25])[CH2:22][CH2:23][CH2:24]1.[Cl-:26].[Cl:1][c:2]1[n:3][cH:4][n:5][c:6]([Cl:9])[c:7]1[F:8].[ClH:16].[K+:14].[K+:15].[NH4+:27]>>[c:2]1([N:19]2[CH:18]([CH3:17])[CH2:24][CH2:23][CH2:22][CH:21]([CH3:25])[CH2:20]2)[n:3][cH:4][n:5][c:6]([Cl:9])[c:7]1[F:8]. The reactants are COC([C@H](CC=C)[C@@H](CCOCC1=CC=CC=C1)O)=O ((R)-2-((R)-3-benzyloxy-1-hydroxypropyl)pent-4-enoic acid methyl ester), N1C=NC=C1 (imidazole), N1=C(C=CC=C1C)C (2,6-lutidine), C[SiH](C)OC(C)(C)C (tert-butyl dimethyl silyl ether), C(C)(C)(C)[Si](Cl)(C)C (tert-butyldimethylchlorosilane). The reagents and catalysts are O=[Os](=O)(=O)=O (OsO4). Solvent: O1CCOCC1.O (1,4-dioxane water), CC(C)(C)O (2-methyl-2-propanol), CN(C)C=O (DMF). Conditions: temperature 25 celsius, time 2 hour. The product is COC([C@@H]([C@@H](CCOCC1=CC=CC=C1)O[Si](C)(C)C(C)(C)C)CC=O)=O ((2R,3R)-5-benzyloxy-3-(tert-butyldimethylsilanyloxy)-2-(2-oxoethyl)pentanoic acid methyl ester). The yield is 88.0%. As a reaction SMILES: [CH3:1][O:2][C:3](=[O:20])[C@@H:4]([C@H:8]([OH:19])[CH2:9][CH2:10][O:11][CH2:12][C:13]1[CH:18]=[CH:17][CH:16]=[CH:15][CH:14]=1)[CH2:5][CH:6]=C.C[SiH]([O:24]C(C)(C)C)C.[C:29]([Si:33]([CH3:36])([CH3:35])Cl)([CH3:32])([CH3:31])[CH3:30].N1C=CN=C1.N1C(C)=CC=CC=1C>CN(C=O)C.CC(O)(C)C.O1CCOCC1.O.O=[Os](=O)(=O)=O>[CH3:1][O:2][C:3](=[O:20])[C@H:4]([CH2:5][CH:6]=[O:24])[C@H:8]([O:19][Si:33]([C:29]([CH3:32])([CH3:31])[CH3:30])([CH3:36])[CH3:35])[CH2:9][CH2:10][O:11][CH2:12][C:13]1[CH:14]=[CH:15][CH:16]=[CH:17][CH:18]=1 |f:7.8|. Procedure details: The compound obtained in example 3e was protected as the tert-butyl dimethyl silyl ether by treatment with tert-butyldimethylchlorosilane and imidazole in DMF. This compound was treated with 2,6-lutidine and OsO4 2.5% in 2-methyl-2-propanol, followed by NalO4 in 1,4-dioxane-water (3:1) at room temperature. The reaction was stirred at 25° C. for 2 hrs, quenched, and the product purified by chromatography to provide (2R,3R)-5-benzyloxy-3-(tert-butyldimethylsilanyloxy)-2-(2-oxoethyl)pentanoic acid ... The reactants are C(C)(=O)Cl (Acetyl chloride), C(C)(C)C(=C(OC)C1=CC(=CC=C1)O)C(C)C (2,2-Diisopropyl-1-(3-hydroxyphenyl)-1-methoxyethene), C(C)(=O)OCC.CCCCCC (ethyl acetate hexane). Run in C(Cl)Cl (methylene chloride), C(Cl)Cl (methylene chloride), N1=CC=CC=C1 (pyridine). Conditions: temperature 0 celsius, time 2.5 hour. Yields the product C(C)(=O)OC=1C=C(C=CC1)C(=C(C(C)C)C(C)C)OC (1-(3-Acetoxyphenyl)-2,2-diisopropyl-1-methoxyethene). RXN SMILES: [CH:1]([C:4]([CH:15]([CH3:17])[CH3:16])=[C:5]([C:8]1[CH:13]=[CH:12][CH:11]=[C:10]([OH:14])[CH:9]=1)[O:6][CH3:7])([CH3:3])[CH3:2].[C:18](Cl)(=[O:20])[CH3:19].C(OCC)(=O)C.CCCCCC>C(Cl)Cl.N1C=CC=CC=1>[C:18]([O:14][C:10]1[CH:9]=[C:8]([C:5]([O:6][CH3:7])=[C:4]([CH:1]([CH3:3])[CH3:2])[CH:15]([CH3:17])[CH3:16])[CH:13]=[CH:12][CH:11]=1)(=[O:20])[CH3:19] |f:2.3|. Procedure details: Alkene 1b (200 mg, 0.85 mmol) was dissolved in 20 mL of dry methylene chloride with 0.3 mL of anhydrous pyridine. The flask was purged with argon and cooled in an ice bath. Acetyl chloride (0.115 g, 1.47 mmol) in 5 mL of dry methylene chloride was added dropwise over one hour. TLC analysis (silica, 20% ethyl acetate/hexane) indicated the reaction to be complete after 2.5 hours of stirring at 0° C. The solvents were evaporated and the residue dissolved in ethyl acetate. The solution was washed fo...